The task is: describe an organic reaction: reactants, conditions, products, and yield. This data is from the Open Reaction Database (ORD), a public repository of structured organic reaction records. RXN SMILES: [CH3:1][N:2]([CH2:10][C:11]1[CH:12]=[N:13][CH:14]=[CH:15][CH:16]=1)[C:3](=[O:9])[O:4][C:5]([CH3:8])([CH3:7])[CH3:6].ClC1C=CC=C(C(OO)=[O:25])C=1>ClCCl>[CH3:1][N:2]([CH2:10][C:11]1[CH:12]=[N+:13]([O-:25])[CH:14]=[CH:15][CH:16]=1)[C:3](=[O:9])[O:4][C:5]([CH3:8])([CH3:6])[CH3:7]. Product: CN(C(OC(C)(C)C)=O)CC=1C=[N+](C=CC1)[O-] (tert-Butyl methyl[(1-oxidopyridin-3-yl)methyl]carbamate). Reported procedure: To a stirred solution of tert-butyl methyl(pyridin-3-ylmethyl)carbamate of Step A (0.50 g, 2.25 mmol) in dichloromethane (15 mL) was added 90% m-chloroperbenzoic acid (1.3 g, 6.8 mmol). After stirring overnight, the reaction was quenched with saturated aqueous sodium bicarbonate. The organic layer was dried over anhydrous sodium sulfate, filtered and concentrated in vacuo to give 0.38 g of product as a colorless oil. Reaction conditions: time 8 hour. The reactants are CN(C(OC(C)(C)C)=O)CC=1C=NC=CC1 (tert-Butyl methyl(pyridin-3-ylmethyl)carbamate), ClC1=CC(=CC=C1)C(=O)OO (m-chloroperbenzoic acid). Isolated yield 70.9%. The solvent is ClCCl (dichloromethane).